From a dataset of the Open Reaction Database (ORD), a public repository of structured organic reaction records. describe an organic reaction: reactants, conditions, products, and yield The reactants are CCCC[Sn](CCCC)(CCCC)c1nccn1C, CN(C)C=O, COc1cccc(I)c1, [Na+], [OH-]. Product: COc1cccc(-c2nccn2C)c1. RXN SMILES: [CH3:10][n:11]1[c:12]([Sn:16]([CH2:17][CH2:18][CH2:19][CH3:20])([CH2:21][CH2:22][CH2:23][CH3:24])[CH2:25][CH2:26][CH2:27][CH3:28])[n:13][cH:14][cH:15]1.[CH3:31][N:32]([CH3:33])[CH:34]=[O:35].[I:1][c:2]1[cH:3][c:4]([O:8][CH3:9])[cH:5][cH:6][cH:7]1.[Na+:30].[OH-:29]>>[c:2]1(-[c:12]2[n:11]([CH3:10])[cH:15][cH:14][n:13]2)[cH:3][c:4]([O:8][CH3:9])[cH:5][cH:6][cH:7]1. Reactants: C1(=CC=CC=C1)C (toluene), OC1CCC2(C3=CC=CC=C13)NC(NC2=O)=O (3',4'-dihydro-4'-hydroxyspiro [imidazolidine-4,1'(2'H)-naphthalene]2,-5-dione), C=1(C(=CC=CC1)S(=O)(=O)O)C (toluenesulfonic acid). The solvent is C(C)(=O)OCC (ethyl acetate). Reaction conditions: time 2 hour. The product is C12(CC=CC3=CC=CC=C13)NC(NC2=O)=O (Spiro[imidazolidine-4,1'(2'H)-naphthalene]2,5-dione). The yield is 65.0%. As a reaction SMILES: C1(C)C=CC=CC=1.O[CH:9]1[C:18]2[C:13](=[CH:14][CH:15]=[CH:16][CH:17]=2)[C:12]2([C:22](=[O:23])[NH:21][C:20](=[O:24])[NH:19]2)[CH2:11][CH2:10]1.C1(C)C(S(O)(=O)=O)=CC=CC=1>C(OCC)(=O)C>[C:12]12([C:22](=[O:23])[NH:21][C:20](=[O:24])[NH:19]1)[C:13]1[C:18](=[CH:17][CH:16]=[CH:15][CH:14]=1)[CH:9]=[CH:10][CH2:11]2. Procedure details: To a refluxing solution of 100 ml. of toluene containing 4.5 g. (0.019 mole) of 3',4'-dihydro-4'-hydroxyspiro [imidazolidine-4,1'(2'H)-naphthalene]2,-5-dione was added a trace of -toluenesulfonic acid and the refluxing continued for 2 hours. The reaction was cooled, stripped to dryness and the residue dissolved in 100 ml. of ethyl acetate. The organic phase was washed with a saturated sodium bicarbonate solution, dried over sodium sulfate and concentrated to dryness. The residue was triturated w... The reactants are FC=1C=C2C(=C(/C(/C2=CC1)=C/C1=CC=NC=C1)C)CCON (O-2-[Z-5-fluoro-2-methyl-1-(4-pyridyl)methylene-1H-inden-3-yl]ethyl hydroxylamine), COCCC=O (3-methoxypropanal). Yields the product FC=1C=C2C(=C(/C(/C2=CC1)=C/C1=CC=NC=C1)C)CCON=CCCOC (3-methoxypropanal-O-2-[Z-5-fluoro-2-methyl-1-(4-pyridyl)methylene-1H-inden-3-yl]ethyl oxime). Reaction SMILES: [F:1][C:2]1[CH:3]=[C:4]2[C:8](=[CH:9][CH:10]=1)/[C:7](=[CH:11]\[C:12]1[CH:17]=[CH:16][N:15]=[CH:14][CH:13]=1)/[C:6]([CH3:18])=[C:5]2[CH2:19][CH2:20][O:21][NH2:22].[CH3:23][O:24][CH2:25][CH2:26][CH:27]=O>>[F:1][C:2]1[CH:3]=[C:4]2[C:8](=[CH:9][CH:10]=1)/[C:7](=[CH:11]\[C:12]1[CH:13]=[CH:14][N:15]=[CH:16][CH:17]=1)/[C:6]([CH3:18])=[C:5]2[CH2:19][CH2:20][O:21][N:22]=[CH:27][CH2:26][CH2:25][O:24][CH3:23]. Procedure details: The title compound is prepared by reaction of O-2-[Z-5-fluoro-2-methyl-1-(4-pyridyl)methylene-1H-inden-3-yl]ethyl hydroxylamine with 3-methoxypropanal by the method of Example 1.